From a dataset of the Open Reaction Database (ORD), a public repository of structured organic reaction records. describe an organic reaction: reactants, conditions, products, and yield Reactants: C(C1=CC=CC=C1)(=O)Cl (benzoyl chloride), [Cl-].[Cl-].[Cl-].[Al+3] (aluminum trichloride), NC1=C(N=NN1CC1=CC(=C(C(=C1)Cl)C(C1=CC=C(C=C1)Cl)=O)Cl)C(=O)N (5-amino-1-(4-(4-chlorobenzoyl)-3,5-dichlorobenzyl)- 1,2,3-triazole-4-carboxamide), S(=O)(Cl)Cl (thionyl chloride), ClC1=C(C(=O)O)C(=CC(=C1)C)Cl (2,6-dichloro-4-methylbenzoic acid), C(C1=CC=CC=C1)(=O)Cl (benzoyl chloride). Solvent: ClC1=CC=CC=C1 (chlorobenzene), CN(C=O)C (dimethylformamide). The product is ClC1=CC=C(C(=O)C2=C(C=C(C=C2Cl)C)Cl)C=C1 (4-(4-chlorobenzoyl)-3,5-dichlorotoluene). Reaction SMILES: NC1N([CH2:7][C:8]2[CH:13]=[C:12]([Cl:14])[C:11]([C:15](=[O:23])[C:16]3[CH:21]=[CH:20][C:19]([Cl:22])=[CH:18][CH:17]=3)=[C:10]([Cl:24])[CH:9]=2)N=NC=1C(N)=O.ClC1C=C(C)C=C(Cl)C=1C(O)=O.C(Cl)(=O)C1C=CC=CC=1.S(Cl)(Cl)=O.[Cl-].[Cl-].[Cl-].[Al+3]>CN(C)C=O.ClC1C=CC=CC=1>[Cl:22][C:19]1[CH:20]=[CH:21][C:16]([C:15]([C:11]2[C:12]([Cl:14])=[CH:13][C:8]([CH3:7])=[CH:9][C:10]=2[Cl:24])=[O:23])=[CH:17][CH:18]=1 |f:4.5.6.7|. Procedure: The compounds used in the present inventive method are either commercially available or may be prepared using conventional synthetic techniques. Compound 1 can be prepared by the method described in U.S. Pat. No. 4,590,201. Briefly, 2,6-dichloro-4-methylbenzoic acid is converted to its corresponding benzoyl chloride using thionyl chloride in dimethylformamide. Reaction of this benzoyl chloride with chlorobenzene in the presence of aluminum trichloride provides 4-(4-chlorobenzoyl)-3,5-dichlorotol...